Dataset: the Open Reaction Database (ORD), a public repository of structured organic reaction records. Task: describe an organic reaction: reactants, conditions, products, and yield Reactants: CC(C)(ON(C([O-])=O)[C@@H](C(=O)NC1=CC(=CC(=C1)NC(=O)N1CCCC1)NC1=NC=C(C(=N1)OCC#C)Br)CC1=CC=CC=C1)C (1,1-Dimethylethoxy[(1R)-2-[[3-[[5-bromo-4-(prop-2-ynyloxy)pyrimidin-2-yl]amino]-5-[[(pyrrolidin-1-yl)carbonyl]amino]phenyl]amino]-2-oxo-1(phenylmethyl)ethyl]carbamate), S(O)(O)(=O)=O (sulfuric acid), O (water). Procedure: 1,1-Dimethylethoxy[(1R)-2-[[3-[[5-bromo-4-(prop-2-ynyloxy)pyrimidin-2-yl]amino]-5-[[(pyrrolidin-1-yl)carbonyl]amino]phenyl]amino]-2-oxo-1(phenylmethyl)ethyl]carbamate (105 mg) and sulfuric acid (0.5 ml; 2 n) were stirred in dioxane (5 ml) at 85° C. for 3.5 h. After cooling and dilution with water saturated NaHCO3-solution was added and the resulting precipitate collected by filtration yielding the title compound (76 mg). Product: N[C@@H](C(=O)NC=1C=C(C=C(C1)NC1=NC=C(C(=N1)OCC#C)Br)NC(=O)N1CCCC1)CC1=CC=CC=C1 (N-[3-[[(2R)-2-Amino-1 oxo-3-phenylpropyl]amino]-5-[[5-bromo-4-(prop-2-ynyloxy)pyrimidin-2-yl]amino]phenyl]pyrrolidine-1-carboxamid). The yield is 86.8%. Reaction SMILES: CC(C)(O[N:5]([C@H:9]([CH2:39][C:40]1[CH:45]=[CH:44][CH:43]=[CH:42][CH:41]=1)[C:10]([NH:12][C:13]1[CH:18]=[C:17]([NH:19][C:20]([N:22]2[CH2:26][CH2:25][CH2:24][CH2:23]2)=[O:21])[CH:16]=[C:15]([NH:27][C:28]2[N:33]=[C:32]([O:34][CH2:35][C:36]#[CH:37])[C:31]([Br:38])=[CH:30][N:29]=2)[CH:14]=1)=[O:11])C(=O)[O-])C.S(=O)(=O)(O)O.O>O1CCOCC1>[NH2:5][C@H:9]([CH2:39][C:40]1[CH:41]=[CH:42][CH:43]=[CH:44][CH:45]=1)[C:10]([NH:12][C:13]1[CH:18]=[C:17]([NH:19][C:20]([N:22]2[CH2:26][CH2:25][CH2:24][CH2:23]2)=[O:21])[CH:16]=[C:15]([NH:27][C:28]2[N:33]=[C:32]([O:34][CH2:35][C:36]#[CH:37])[C:31]([Br:38])=[CH:30][N:29]=2)[CH:14]=1)=[O:11]. Run in O1CCOCC1 (dioxane).